This data is from the Open Reaction Database (ORD), a public repository of structured organic reaction records. The task is: describe an organic reaction: reactants, conditions, products, and yield Reactants: CCCCOCCOc1ccc(-c2ccc3c(c2)C=C(C(=O)Nc2ccc(CSc4ccccn4)cc2)CCN3CCC)cc1, ClCCl, O=C(OO)c1cccc(Cl)c1, [Na+], [Na+], O=S([O-])([O-])=S. Product: CCCCOCCOc1ccc(-c2ccc3c(c2)C=C(C(=O)Nc2ccc(CS(=O)c4ccccn4)cc2)CCN3CCC)cc1. As a reaction SMILES: [CH2:1]([CH2:2][CH2:3][CH3:4])[O:5][CH2:6][CH2:7][O:8][c:9]1[cH:10][cH:11][c:12](-[c:15]2[cH:16][cH:17][c:18]3[c:19]([cH:45]2)[CH:20]=[C:21]([C:28](=[O:29])[NH:30][c:31]2[cH:32][cH:33][c:34]([CH2:37][S:38][c:39]4[n:40][cH:41][cH:42][cH:43][cH:44]4)[cH:35][cH:36]2)[CH2:22][CH2:23][N:24]3[CH2:25][CH2:26][CH3:27])[cH:13][cH:14]1.[CH2:64]([Cl:65])[Cl:66].[Cl:46][c:47]1[cH:48][cH:49][cH:50][c:51]([C:52]([O:53][OH:55])=[O:54])[cH:56]1.[Na+:62].[Na+:63].[S:57]([O-:58])([O-:59])(=[O:60])=[S:61]>>[CH2:1]([CH2:2][CH2:3][CH3:4])[O:5][CH2:6][CH2:7][O:8][c:9]1[cH:10][cH:11][c:12](-[c:15]2[cH:16][cH:17][c:18]3[c:19]([cH:45]2)[CH:20]=[C:21]([C:28](=[O:29])[NH:30][c:31]2[cH:32][cH:33][c:34]([CH2:37][S:38]([c:39]4[n:40][cH:41][cH:42][cH:43][cH:44]4)=[O:54])[cH:35][cH:36]2)[CH2:22][CH2:23][N:24]3[CH2:25][CH2:26][CH3:27])[cH:13][cH:14]1. Reactants: FC1=CC=C(C=2C=COC21)C (7-fluoro-4-methyl-benzofuran), BrN1C(CCC1=O)=O (N-bromosuccinimide). The reagents and catalysts are C(C1=CC=CC=C1)(=O)OOC(C1=CC=CC=C1)=O (benzoyl peroxide). Run in C(Cl)(Cl)(Cl)Cl (carbon tetrachloride). Yields the product BrCC1=CC=C(C2=C1C=CO2)F (4-Bromomethyl-7-fluoro-benzofuran). Yield: 108.0%. As a reaction SMILES: [F:1][C:2]1[C:10]2[O:9][CH:8]=[CH:7][C:6]=2[C:5]([CH3:11])=[CH:4][CH:3]=1.[Br:12]N1C(=O)CCC1=O>C(OOC(=O)C1C=CC=CC=1)(=O)C1C=CC=CC=1.C(Cl)(Cl)(Cl)Cl>[Br:12][CH2:11][C:5]1[C:6]2[CH:7]=[CH:8][O:9][C:10]=2[C:2]([F:1])=[CH:3][CH:4]=1. Reported procedure: A mixture of 7-fluoro-4-methyl-benzofuran (14.2 g), N-bromosuccinimide (19.7 g), benzoyl peroxide (0.5 g) and carbon tetrachloride (600 ml) was heated under reflux under the illumination of an 80 W flood lamp for 20 h. The mixture was cooled, and filtered and the filtrate evaporated to dryness to give the title compound as a pale orange oil (23.4 g) Starting materials: bis-triphenylphosphine palladium dichloride, C(CC#C)O (3-butyn-1-ol), BrC1=C(C(=CC=C1)O)O (3-bromo-1,2-benzenediol). The reagents and catalysts are [Cu](I)I (copper iodide). Run in C(C)N(CC)CC (triethylamine). Yields the product OCCC=1OC2=C(C1)C=CC=C2O (2-(2-hydroxyethyl)-1-benzofuran-7-ol). As a reaction SMILES: Br[C:2]1[CH:7]=[CH:6][CH:5]=[C:4]([OH:8])[C:3]=1[OH:9].[CH2:10]([OH:14])[CH2:11][C:12]#[CH:13]>[Cu](I)I.C(N(CC)CC)C>[OH:14][CH2:10][CH2:11][C:12]1[O:9][C:3]2[C:4]([OH:8])=[CH:5][CH:6]=[CH:7][C:2]=2[CH:13]=1. Procedure details: As shown in Scheme 17, 3-bromo-1,2-benzenediol is treated with bis-triphenylphosphine palladium dichloride, copper iodide, triethylamine, and 3-butyn-1-ol and heated at between 40° C. and 80° C. for several hours or until TLC (thin layer chromatography) indicates the reaction is complete to provide 2-(2-hydroxyethyl)-1-benzofuran-7-ol. 2-(2-Hydroxyethyl)-1-benzofuran-7-ol is then processed according to procedures described for Examples 203-224 as shown as in Scheme 15 to provide 2-{2-[(2R)-2-met... Starting materials: C1CCOC1, Cc1cc(-c2noc(-c3sc(C)c4c3CC3C4C3(C)C)n2)cc(C)c1OCC1([N+](=O)[O-])COC(C)(C)OC1, O=C(O)C(F)(F)F, O=C(O)C(F)(F)F, [Na+], [OH-], O, O. Product: Cc1cc(-c2noc(-c3sc(C)c4c3CC3C4C3(C)C)n2)cc(C)c1OCC(CO)(CO)[N+](=O)[O-]. RXN SMILES: [CH2:41]1[O:42][CH2:43][CH2:44][CH2:45]1.[CH3:1][C:2]1([CH3:38])[O:3][CH2:4][C:5]([N+:8](=[O:9])[O-:10])([CH2:11][O:12][c:13]2[c:14]([CH3:37])[cH:15][c:16](-[c:20]3[n:21][o:22][c:23](-[c:25]4[c:26]5[c:30]([c:31]([CH3:33])[s:32]4)[CH:29]4[CH:28]([CH2:27]5)[C:34]4([CH3:35])[CH3:36])[n:24]3)[cH:17][c:18]2[CH3:19])[CH2:6][O:7]1.[F:46][C:47]([F:48])([F:49])[C:50]([OH:51])=[O:52].[F:54][C:55]([F:56])([F:57])[C:58]([OH:59])=[O:60].[Na+:40].[OH-:39].[OH2:53].[OH2:61]>>[OH:3][CH2:4][C:5]([CH2:6][OH:7])([N+:8](=[O:9])[O-:10])[CH2:11][O:12][c:13]1[c:14]([CH3:37])[cH:15][c:16](-[c:20]2[n:21][o:22][c:23](-[c:25]3[c:26]4[c:30]([c:31]([CH3:33])[s:32]3)[CH:29]3[CH:28]([CH2:27]4)[C:34]3([CH3:35])[CH3:36])[n:24]2)[cH:17][c:18]1[CH3:19]. Starting materials: C1(=CC=CC=C1)C(OC1CCN(CC1)CC(CN)O)C1=CC=CC=C1 (3-[4-(diphenylmethoxy)piperidino]-2-hydroxypropylamine), ClC=1C=CC=2N(N1)C=C(N2)C(C(=O)OCC)(C)C (ethyl 2-[6-chloroimidazo[1,2-b]pyridazin-2-yl]-2-methylpropionate), C(C)(=O)OCC.O1CCCC1 (ethyl acetate tetrahydrofuran). The product is C(\C=C\C(=O)O)(=O)O.C(\C=C\C(=O)O)(=O)O.C1(=CC=CC=C1)C(OC1CCN(CC1)CC(CNC=1C=CC=2N(N1)C=C(N2)C(C(=O)OCC)(C)C)O)C2=CC=CC=C2 (ethyl 2-[6-[3-[4-(diphenylmethoxy)piperidino] -2-hydroxypropylamino]imidazo[1,2-b]pyridazin-2-yl]-2-methylpropionate difumarate). As a reaction SMILES: [C:1]1([CH:7]([C:20]2[CH:25]=[CH:24][CH:23]=[CH:22][CH:21]=2)[O:8][CH:9]2[CH2:14][CH2:13][N:12]([CH2:15][CH:16]([OH:19])[CH2:17][NH2:18])[CH2:11][CH2:10]2)[CH:6]=[CH:5][CH:4]=[CH:3][CH:2]=1.Cl[C:27]1[CH:28]=[CH:29][C:30]2[N:31]([CH:33]=[C:34]([C:36]([CH3:43])([CH3:42])[C:37]([O:39][CH2:40][CH3:41])=[O:38])[N:35]=2)[N:32]=1.[C:44]([O:47]CC)(=[O:46])[CH3:45].O1CCCC1>>[C:37]([OH:39])(=[O:38])/[CH:36]=[CH:45]/[C:44]([OH:47])=[O:46].[C:37]([OH:39])(=[O:38])/[CH:36]=[CH:45]/[C:44]([OH:47])=[O:46].[C:20]1([CH:7]([C:1]2[CH:2]=[CH:3][CH:4]=[CH:5][CH:6]=2)[O:8][CH:9]2[CH2:14][CH2:13][N:12]([CH2:15][CH:16]([OH:19])[CH2:17][NH:18][C:27]3[CH:28]=[CH:29][C:30]4[N:31]([CH:33]=[C:34]([C:36]([CH3:42])([CH3:43])[C:37]([O:39][CH2:40][CH3:41])=[O:38])[N:35]=4)[N:32]=3)[CH2:11][CH2:10]2)[CH:25]=[CH:24][CH:23]=[CH:22][CH:21]=1 |f:2.3,4.5.6|. Reported procedure: 0.511 g of 3-[4-(diphenylmethoxy)piperidino]-2-hydroxypropylamine and 0.268 g of ethyl 2-[6-chloroimidazo[1,2-b]pyridazin-2-yl]-2-methylpropionate were stirred at 190-200° C. for 3 hours. After cooling, ethyl acetate-tetrahydrofuran (2:1) was added; the mixture was washed with aqueous sodium bicarbonate and saturated saline and dried with magnesium sulfate. The dry product was concentrated under reduced pressure; the residue was subjected to silica gel column chromatography and eluted with ethyl... The reactants are CCOc1ncc2c(=O)c3ccc([N+](=O)[O-])n3c3cccc1c23, N, O, c1ccncc1. Product: Nc1ncc2c(=O)c3ccc([N+](=O)[O-])n3c3cccc1c23. RXN SMILES: [CH2:2]([O:3][c:5]1[n:6][cH:7][c:8]2[c:9]3[c:10]([cH:11][cH:12][cH:13][c:14]13)[n:15]1[c:16]([N+:22](=[O:23])[O-:24])[cH:17][cH:18][c:19]1[c:20]2=[O:21])[CH3:4].[NH3:1].[OH2:25].[cH:26]1[cH:27][cH:28][n:29][cH:30][cH:31]1>>[NH2:1][c:5]1[n:6][cH:7][c:8]2[c:9]3[c:10]([cH:11][cH:12][cH:13][c:14]13)[n:15]1[c:16]([N+:22](=[O:23])[O-:24])[cH:17][cH:18][c:19]1[c:20]2=[O:21].